From a dataset of the Open Reaction Database (ORD), a public repository of structured organic reaction records. describe an organic reaction: reactants, conditions, products, and yield Reactants: OC1=CN=NC2=CC(=C(C=C12)OC)OCCOC (4-hydroxy-6-methoxy-7-(2-methoxyethoxy)cinnoline), S(=O)(Cl)Cl (thionyl chloride), CN(C)C=O (DMF). Product: ClC1=CN=NC2=CC(=C(C=C12)OC)OCCOC (4-chloro-6-methoxy-7-(2-methoxyethoxy)cinnoline). The yield is 74.0%. As a reaction SMILES: O[C:2]1[C:11]2[C:6](=[CH:7][C:8]([O:14][CH2:15][CH2:16][O:17][CH3:18])=[C:9]([O:12][CH3:13])[CH:10]=2)[N:5]=[N:4][CH:3]=1.CN(C=O)C.S(Cl)([Cl:26])=O>>[Cl:26][C:2]1[C:11]2[C:6](=[CH:7][C:8]([O:14][CH2:15][CH2:16][O:17][CH3:18])=[C:9]([O:12][CH3:13])[CH:10]=2)[N:5]=[N:4][CH:3]=1. Procedure: The starting material 4-chloro-6-methoxy-7-(2-methoxyethoxy)cinnoline was obtained by heating a solution of 4-hydroxy-6-methoxy-7-(2-methoxyethoxy)cinnoline (7.8 g, 0.031 mol) in thionyl chloride (130 ml) containing DMF (0.8 ml) at 80° C. for 2 hours. After dilution with toluene, the mixture was evaporated to dryness. The resulting solid was filtered off, washed with ether, and then dissolved in ethyl acetate. The ethyl acetate solution was washed with saturated aqueous sodium hydrogen carbonate...